Task: describe an organic reaction: reactants, conditions, products, and yield. Dataset: the Open Reaction Database (ORD), a public repository of structured organic reaction records The reactants are COC(=O)C=Cc1ccc2c(c1)C(=O)CC1(CCN(CCc3ccccc3)CC1)O2, CC(=O)O, Cl. Product: O=C(O)C=Cc1ccc2c(c1)C(=O)CC1(CCN(CCc3ccccc3)CC1)O2. As a reaction SMILES: [CH3:1][O:2][C:3]([CH:4]=[CH:5][c:6]1[cH:7][c:8]2[c:13]([cH:14][cH:15]1)[O:12][C:11]1([CH2:10][C:9]2=[O:29])[CH2:16][CH2:17][N:18]([CH2:21][CH2:22][c:23]2[cH:24][cH:25][cH:26][cH:27][cH:28]2)[CH2:19][CH2:20]1)=[O:30].[CH3:32][C:33](=[O:34])[OH:35].[ClH:31]>>[O:2]=[C:3]([CH:4]=[CH:5][c:6]1[cH:7][c:8]2[c:13]([cH:14][cH:15]1)[O:12][C:11]1([CH2:10][C:9]2=[O:29])[CH2:16][CH2:17][N:18]([CH2:21][CH2:22][c:23]2[cH:24][cH:25][cH:26][cH:27][cH:28]2)[CH2:19][CH2:20]1)[OH:30].